Dataset: the Open Reaction Database (ORD), a public repository of structured organic reaction records. Task: describe an organic reaction: reactants, conditions, products, and yield The reactants are COC(=O)C1=C(NC(C=C1)=O)C(C1=CC=CC=C1)=O (2-benzoyl-6-oxo-1,6-dihydropyridine-3-carboxylic acid methyl ester), C(C1=CC=CC=C1)Br (benzyl bromide). Reagents/catalysts: C([O-])([O-])=O.[Ag+2] (silver carbonate), C([O-])([O-])=O.[Ag+2] (silver carbonate), C([O-])([O-])=O.[Ag+2] (silver carbonate). Run in C1(=CC=CC=C1)C (toluene). Conditions: time 24 hour. Yields the product COC(C1=C(N=C(C=C1)OCC1=CC=CC=C1)C(C1=CC=CC=C1)=O)=O (2-benzoyl-6-benzyloxynicotinic acid methyl ester). Reaction SMILES: [CH3:1][O:2][C:3]([C:5]1[CH:10]=[CH:9][C:8](=[O:11])[NH:7][C:6]=1[C:12](=[O:19])[C:13]1[CH:18]=[CH:17][CH:16]=[CH:15][CH:14]=1)=[O:4].[CH2:20](Br)[C:21]1[CH:26]=[CH:25][CH:24]=[CH:23][CH:22]=1>C1(C)C=CC=CC=1.C(=O)([O-])[O-].[Ag+2]>[CH3:1][O:2][C:3](=[O:4])[C:5]1[CH:10]=[CH:9][C:8]([O:11][CH2:20][C:21]2[CH:26]=[CH:25][CH:24]=[CH:23][CH:22]=2)=[N:7][C:6]=1[C:12](=[O:19])[C:13]1[CH:18]=[CH:17][CH:16]=[CH:15][CH:14]=1 |f:3.4|. Procedure details: A slurry of 2-benzoyl-6-oxo-1,6-dihydropyridine-3-carboxylic acid methyl ester (1.00 g), benzyl bromide (1.88 ml) and silver carbonate (1.64 g) in toluene (50 ml) was stirred at room temperature in the dark under nitrogen for 3 days. More silver carbonate (0.82 g) was added and the slurry was stirred as before for 24 h. A final portion of silver carbonate (0.82 g) was added, and the mixture was stirred as before for 3 days. The mixture was filtered, and the filtrate was concentrated in vacuo. Th... The reactants are C1(O)=CC(O)=CC=C1 (Resorcinol), C(C)(=O)O (acetic acid), O (water). The solvent is Br (hydrobromic acid). Run at temperature 80 celsius. Product: OC1=CC(=C(C=C1)C(C)=O)O (1,3-Dihydroxy-4-acetylbenzene). Isolated yield 53.0%. Reaction SMILES: [C:1]1([CH:8]=[CH:7][CH:6]=[C:4]([OH:5])[CH:3]=1)[OH:2].O.[C:10](O)(=[O:12])[CH3:11]>Br>[OH:2][C:1]1[CH:8]=[CH:7][C:6]([C:10](=[O:12])[CH3:11])=[C:4]([OH:5])[CH:3]=1. Procedure: Resorcinol (0.55 g, 5.0 mmol) was dissolved in 5% hydrobromic acid in glacial acetic acid (155 ml, made by bubbling hydrogen bromide gas through glacial acetic acid). The reaction mixture was heated to 80° C. for 4.5 hours. The reaction solution was cooled to room temperature, added to water (500 ml) and the aqueous solution was extracted with ether (500 ml, 2X). The ether phases combined and washed with brine (100 ml), dried over magnesium sulfate, filtered and evaporated to dryness in vacuo. T... The reactants are CC(=O)O[BH-](OC(C)=O)OC(C)=O, CC(C)=O, CCOC(C)=O, COc1ccc(C(=O)N(C)C2CN(C(=O)C3CCNCC3)CC2c2ccc(Cl)cc2)cc1C(F)(F)F, ClCCl, N, [Na+], [Na+], [Na+], O=C([O-])[O-]. The product is COc1ccc(C(=O)N(C)C2CN(C(=O)C3CCN(C(C)C)CC3)CC2c2ccc(Cl)cc2)cc1C(F)(F)F. As a reaction SMILES: [C:42]([O:43][BH-:44]([O:45][C:46](=[O:47])[CH3:48])[O:49][C:50](=[O:51])[CH3:52])(=[O:53])[CH3:54].[CH3:37][C:38](=[O:39])[CH3:40].[CH3:65][CH2:66][O:67][C:68](=[O:69])[CH3:70].[Cl:1][c:2]1[cH:3][cH:4][c:5]([CH:8]2[CH:9]([N:21]([C:22]([c:23]3[cH:24][c:25]([C:31]([F:32])([F:33])[F:34])[c:26]([O:29][CH3:30])[cH:27][cH:28]3)=[O:35])[CH3:36])[CH2:10][N:11]([C:13](=[O:14])[CH:15]3[CH2:16][CH2:17][NH:18][CH2:19][CH2:20]3)[CH2:12]2)[cH:6][cH:7]1.[Cl:62][CH2:63][Cl:64].[N:41].[Na+:55].[Na+:56].[Na+:57].[O-:58][C:59](=[O:60])[O-:61]>>[Cl:1][c:2]1[cH:3][cH:4][c:5]([CH:8]2[CH:9]([N:21]([C:22]([c:23]3[cH:24][c:25]([C:31]([F:32])([F:33])[F:34])[c:26]([O:29][CH3:30])[cH:27][cH:28]3)=[O:35])[CH3:36])[CH2:10][N:11]([C:13](=[O:14])[CH:15]3[CH2:16][CH2:17][N:18]([CH:38]([CH3:37])[CH3:40])[CH2:19][CH2:20]3)[CH2:12]2)[cH:6][cH:7]1.